Dataset: the Open Reaction Database (ORD), a public repository of structured organic reaction records. Task: describe an organic reaction: reactants, conditions, products, and yield The reactants are COC1=C(CN=C=O)C=CC(=C1)OC (2,4-dimethoxybenzyl isocyanate), [N+](=[N-])=C1C(=NC=N1)C(=O)N (5-diazoimidazole-4-carboxamide). The solvent is CS(=O)C (dimethylsulfoxide). Conditions: time 8 hour. The product is COC1=C(CN2N=NC=3N(C2=O)C=NC3C(=O)N)C=CC(=C1)OC (3-(2,4-Dimethoxybenzyl)-4-oxo-3,4-dihydroimidazo[5,1-d][1,2,3,5]tetrazine-8-carboxamide). As a reaction SMILES: [CH3:1][O:2][C:3]1[CH:12]=[C:11]([O:13][CH3:14])[CH:10]=[CH:9][C:4]=1[CH2:5][N:6]=[C:7]=[O:8].[N+:15](=[C:17]1[N:21]=[CH:20][N:19]=[C:18]1[C:22]([NH2:24])=[O:23])=[N-:16]>CS(C)=O>[CH3:1][O:2][C:3]1[CH:12]=[C:11]([O:13][CH3:14])[CH:10]=[CH:9][C:4]=1[CH2:5][N:6]1[C:7](=[O:8])[N:21]2[CH:20]=[N:19][C:18]([C:22]([NH2:24])=[O:23])=[C:17]2[N:15]=[N:16]1. Procedure: 2,4-dimethoxybenzyl isocyanate (0.717 g, 4.4 mmol) was added drop wise to a suspension of 5-diazoimidazole-4-carboxamide (0.548 g, 4 mmol) in dry dimethylsulfoxide (5 mL) at room temperature under nitrogen. The resulting mixture was stirred at room temperature overnight. The reaction was quenched by the addition of ice and the solid product (purple) removed by filtration, washed with water and ethyl acetate and recrystallised from chloroform/hexane to give the title compound. Yield: 0.613 g, 46%... Starting materials: C(CCCCCCC)C=1C=NC(=NC1)C1=CC=C(C=C1)OCCCOCC(F)(F)OC(C(OC(C(OC(F)(F)F)(F)F)(F)F)(F)F)(F)F (5-Octyl-2-[4-(3-(2-(2-(2-(trifluoromethoxy)tetrafluoroethoxy)tetrafluoroethoxy)-2,2-difluoroethoxy)propoxy)phenyl]pyrimidine), C(CCCCCC)OC=1C=NC(=NC1)C1=CC=C(C=C1)O (5-heptyloxy-2-(4-hydroxyphenyl)pyrimidine). Solvent: CN(C=O)C (dimethylformamide). Run at temperature 120 celsius, time 8 hour. The product is C(CCCCCC)OC=1C=NC(=NC1)C1=CC=C(C=C1)OCCCOCC(F)(F)OC(C(OC(C(OC(F)(F)F)(F)F)(F)F)(F)F)(F)F (5-Heptyloxy-2-[4-(3-(2-(2-(2-(trifluoromethoxy)tetrafluoroethoxy)tetrafluoroethoxy)-2,2-difluoroethoxy)propoxy)phenyl]pyrimidine), product. As a reaction SMILES: C([C:9]1[CH:10]=[N:11][C:12]([C:15]2[CH:20]=[CH:19][C:18]([O:21][CH2:22][CH2:23][CH2:24][O:25][CH2:26][C:27]([O:30][C:31]([F:48])([F:47])[C:32]([F:46])([F:45])[O:33][C:34]([F:44])([F:43])[C:35]([F:42])([F:41])[O:36][C:37]([F:40])([F:39])[F:38])([F:29])[F:28])=[CH:17][CH:16]=2)=[N:13][CH:14]=1)CCCCCCC.[CH2:49]([O:56]C1C=NC(C2C=CC(O)=CC=2)=NC=1)[CH2:50][CH2:51][CH2:52][CH2:53][CH2:54][CH3:55]>CN(C)C=O>[CH2:49]([O:56][C:9]1[CH:10]=[N:11][C:12]([C:15]2[CH:16]=[CH:17][C:18]([O:21][CH2:22][CH2:23][CH2:24][O:25][CH2:26][C:27]([O:30][C:31]([F:47])([F:48])[C:32]([F:45])([F:46])[O:33][C:34]([F:44])([F:43])[C:35]([F:42])([F:41])[O:36][C:37]([F:40])([F:38])[F:39])([F:29])[F:28])=[CH:19][CH:20]=2)=[N:13][CH:14]=1)[CH2:50][CH2:51][CH2:52][CH2:53][CH2:54][CH3:55]. Reported procedure: The title compound was prepared essentially as in Example 1 by combining 3-(2-(2-(2-(trifluoromethoxy)tetrafluoroethoxy)tetrafluoroethoxy)-2,2-difluoroethoxy)-1-chloropropane (5.5 g, 15.0 mmol, Example 24) with 5-heptyloxy-2-(4-hydroxyphenyl)pyrimidine (3 g, 10.5 mmol) in dimethylformamide and stirring at 120° C. overnight to provide product boiling at 195-210° C. at 0.3 torr (yield of 5.6 g). Reactants: FC(S(=O)(=O)[O-])(F)F.[Ce+3].FC(S(=O)(=O)[O-])(F)F.FC(S(=O)(=O)[O-])(F)F (Cerium(III) trifluoromethanesulfonate), C1(=CC=C(C=C1)C(=O)O)C (para-toluic acid). Solvent: C1(=CC=CC=C1)C (toluene). Reaction conditions: time 48 hour. The product is CC1=CC=C(C(=O)C2=CC=C(C=C2)C)C=C1 (4,4′-dimethylbenzophenone). Isolated yield 60.9%. Reaction SMILES: FC(F)(F)S([O-])(=O)=O.[Ce+3].FC(F)(F)S([O-])(=O)=O.FC(F)(F)S([O-])(=O)=O.[C:26]1([CH3:35])[CH:31]=[CH:30][C:29]([C:32](O)=[O:33])=[CH:28][CH:27]=1>C1(C)C=CC=CC=1>[CH3:35][C:26]1[CH:31]=[CH:30][C:29]([C:32]([C:29]2[CH:30]=[CH:31][C:26]([CH3:35])=[CH:27][CH:28]=2)=[O:33])=[CH:28][CH:27]=1 |f:0.1.2.3|. Procedure: Cerium(III) trifluoromethanesulfonate (3.23 g as a wet solid) and para-toluic acid (1.36 g) were refluxed together in 125 mL toluene as in Example 3, but for 48 hours., After work-up (as in Example 3) crude 4,4′-dimethylbenzophenone (0.64 g, 30% yield) was obtained as a cream-colored crystalline solid. Starting materials: N#CC(Br)c1ccccn1, O=C([O-])[O-], CN(C)C=O, [K+], [K+], Sc1nc2ccccc2[nH]1. The product is N#CC(Sc1nc2ccccc2[nH]1)c1ccccn1. RXN SMILES: [Br:11][CH:12]([C:13]#[N:14])[c:15]1[n:16][cH:17][cH:18][cH:19][cH:20]1.[C:21](=[O:22])([O-:23])[O-:24].[CH3:27][N:28]([CH3:29])[CH:30]=[O:31].[K+:25].[K+:26].[SH:1][c:2]1[nH:3][c:4]2[c:5]([n:6]1)[cH:7][cH:8][cH:9][cH:10]2>>[S:1]([c:2]1[n:3][c:4]2[c:5]([nH:6]1)[cH:7][cH:8][cH:9][cH:10]2)[CH:12]([C:13]#[N:14])[c:15]1[n:16][cH:17][cH:18][cH:19][cH:20]1. Reactants: CN(C(OC(C)(C)C)=O)CCN1C(C2=CC=C(C(=C2C=C1)[N+](=O)[O-])C)=O (tert-butyl methyl(2-(6-methyl-5-nitro-1-oxoisoquinolin-2(1H)-yl)ethyl)carbamate), C(C)O (ethanol), [Cl-].[NH4+] (Ammonium chloride), O (water). The reagents and catalysts are [Fe] (iron). Run at temperature 85 celsius, time 1 hour. Yields the product NC1=C2C=CN(C(C2=CC=C1C)=O)CCN(C(OC(C)(C)C)=O)C (tert-Butyl 2-(5-amino-6-methyl-1-oxoisoquinolin-2(1H)-yl)ethyl(methyl)carbamate). As a reaction SMILES: [CH3:1][N:2]([CH2:10][CH2:11][N:12]1[CH:21]=[CH:20][C:19]2[C:14](=[CH:15][CH:16]=[C:17]([CH3:25])[C:18]=2[N+:22]([O-])=O)[C:13]1=[O:26])[C:3](=[O:9])[O:4][C:5]([CH3:8])([CH3:7])[CH3:6].C(O)C.[Cl-].[NH4+].O>[Fe]>[NH2:22][C:18]1[C:17]([CH3:25])=[CH:16][CH:15]=[C:14]2[C:19]=1[CH:20]=[CH:21][N:12]([CH2:11][CH2:10][N:2]([CH3:1])[C:3](=[O:9])[O:4][C:5]([CH3:6])([CH3:8])[CH3:7])[C:13]2=[O:26] |f:2.3|. Procedure details: A round bottom flask was charged with tert-butyl methyl(2-(6-methyl-5-nitro-1-oxoisoquinolin-2(1H)-yl)ethyl)carbamate (110 mg, 0.00031 mol) and ethanol (5 mL, 0.08 mol), and the solution was heated at 85° C. Ammonium chloride (300 mg, 0.006 mol) in water (2 mL, 0.09 mol) was added followed by iron (200 mg, 0.003 mol) in two portions. The reaction was stirred for 1 hour and poured onto dichloromethane (200 mL) and extracted. The solvent was removed under reduced pressure and the residue was purif...